This data is from the Open Reaction Database (ORD), a public repository of structured organic reaction records. The task is: describe an organic reaction: reactants, conditions, products, and yield Starting materials: COC(=O)C1=C(COC2=CC=C(C=C2)CC(=O)O)C=CC=C1 ((4-{[2-(methoxycarbonyl)benzyl]oxy}phenyl)acetic acid), C1(=CC=CC=C1)CCNCCCCCCC (N-(2-Phenylethyl)heptan-1-amine), F[B-](F)(F)F.N1(N=NC2=C1C=CC=C2)OC(=[N+](C)C)N(C)C (N-[(1H-1,2,3-Benzotriazol-1-yloxy)(dimethylamino)methylene]-N-methylmethanaminium tetrafluoroborate), C(C)N(C(C)C)C(C)C (N-ethyl-N,N-diisopropylamine). Run in CN(C)C=O (DMF), CCOC(=O)C (EtOAc). Reaction conditions: temperature 0 celsius, time 8 hour. Product: C(CCCCCC)N(C(CC1=CC=C(OCC2=C(C(=O)OC)C=CC=C2)C=C1)=O)CCC1=CC=CC=C1 (methyl 2-[(4-{2-[heptyl(2-phenylethyl)amino]-2-oxoethyl}phenoxy)methyl]-benzoate). Yield: 87.4%. RXN SMILES: [C:1]1([CH2:7][CH2:8][NH:9][CH2:10][CH2:11][CH2:12][CH2:13][CH2:14][CH2:15][CH3:16])[CH:6]=[CH:5][CH:4]=[CH:3][CH:2]=1.[CH3:17][O:18][C:19]([C:21]1[CH:38]=[CH:37][CH:36]=[CH:35][C:22]=1[CH2:23][O:24][C:25]1[CH:30]=[CH:29][C:28]([CH2:31][C:32]([OH:34])=O)=[CH:27][CH:26]=1)=[O:20].F[B-](F)(F)F.N1(OC(N(C)C)=[N+](C)C)C2C=CC=CC=2N=N1.C(N(C(C)C)C(C)C)C>CN(C=O)C.CCOC(C)=O>[CH2:10]([N:9]([CH2:8][CH2:7][C:1]1[CH:2]=[CH:3][CH:4]=[CH:5][CH:6]=1)[C:32](=[O:34])[CH2:31][C:28]1[CH:27]=[CH:26][C:25]([O:24][CH2:23][C:22]2[CH:35]=[CH:36][CH:37]=[CH:38][C:21]=2[C:19]([O:18][CH3:17])=[O:20])=[CH:30][CH:29]=1)[CH2:11][CH2:12][CH2:13][CH2:14][CH2:15][CH3:16] |f:2.3|. Procedure: N-(2-Phenylethyl)heptan-1-amine (0.080 g, 0.366 mmol) was dissolved in DMF (5 ml), (4-{[2-(methoxycarbonyl)benzyl]oxy}phenyl)acetic acid (0.100 g, 0.333 mmol) was added and the mixture was cooled to 0° C. N-[(1H-1,2,3-Benzotriazol-1-yloxy)(dimethylamino)methylene]-N-methylmethanaminium tetrafluoroborate (0.118 g, 0.366 mmol) and N-ethyl-N,N-diisopropylamine (0.090 g, 0.699 mmol) were added. The solution was stirred overnight at room temperature. EtOAc (20 ml) was added and the organic phase was ... Procedure: To a solution of 11-oxo-10,11-dihydro-5H-dibenzo[b,e][1,4]diazepine (10 g, 0.048 mol, Synthesis, (1985), 550) in dry dimethylformamide (100 ml) kept under an atmosphere of nitrogen, sodium hydride (2.1 g, 0.052 mol, 60% dispersion in oil) was added, and the reaction mixture was stirred for 1.5 h. Iodomethane (3.27 ml, 0.052 mol) was slowly added keeping the temperature below 30° C. and the mixture was stirred overnight. The reaction mixture was quenched with saturated ammonium chloride (20 ml) a... Reaction conditions: time 1.5 hour. Product: CN1C2=C(NC3=C(C1=O)C=CC=C3)C=CC=C2 (10-methyl-11-oxo-10,11-dihydro-5H-dibenzo[b,e][1,4]diazepine). Reaction SMILES: [O:1]=[C:2]1[NH:8][C:7]2[CH:9]=[CH:10][CH:11]=[CH:12][C:6]=2[NH:5][C:4]2[CH:13]=[CH:14][CH:15]=[CH:16][C:3]1=2.[H-].[Na+].I[CH3:20]>CN(C)C=O>[CH3:20][N:8]1[C:2](=[O:1])[C:3]2[CH:16]=[CH:15][CH:14]=[CH:13][C:4]=2[NH:5][C:6]2[CH:12]=[CH:11][CH:10]=[CH:9][C:7]1=2 |f:1.2|. The reactants are O=C1C2=C(NC3=C(N1)C=CC=C3)C=CC=C2 (11-oxo-10,11-dihydro-5H-dibenzo[b,e][1,4]diazepine), [H-].[Na+] (sodium hydride), IC (Iodomethane). The yield is 62.2%. The solvent is CN(C=O)C (dimethylformamide). The reactants are C[O-].[Na+] (sodium methylate), CON(C(C1=C(C=C(C(=C1)N1C(=NC(=CC1=O)C(F)(F)F)Cl)F)Cl)=O)C (N-methoxy-N-methyl-2-chloro-5-[2-chloro-4-oxo-6-trifluoromethyl-3(4H)-pyrimidinyl]-4-fluorobenzamide), C(C)(=O)OCC (ethyl acetate), CCCCCC (n-hexane). Run in CO (methanol), CO (methanol). Run at time 10 minute. The product is CON(C(C1=C(C=C(C(=C1)N1C(=NC(=CC1=O)C(F)(F)F)OC)F)Cl)=O)C (N-methoxy-N-methyl-2-chloro-4-fluoro-5-[2-methoxy-4-oxo-6-trifluoromethyl-3(4H)-pyrimidinyl]-benzamide). As a reaction SMILES: C[O-].[Na+].[CH3:4][O:5][N:6]([CH3:29])[C:7](=[O:28])[C:8]1[CH:13]=[C:12]([N:14]2[C:19](=[O:20])[CH:18]=[C:17]([C:21]([F:24])([F:23])[F:22])[N:16]=[C:15]2Cl)[C:11]([F:26])=[CH:10][C:9]=1[Cl:27].[C:30](OCC)(=[O:32])C.CCCCCC>CO>[CH3:4][O:5][N:6]([CH3:29])[C:7](=[O:28])[C:8]1[CH:13]=[C:12]([N:14]2[C:19](=[O:20])[CH:18]=[C:17]([C:21]([F:24])([F:23])[F:22])[N:16]=[C:15]2[O:32][CH3:30])[C:11]([F:26])=[CH:10][C:9]=1[Cl:27] |f:0.1|. Procedure: A solution of 0.54 g of sodium methylate in 5 ml of methanol is added dropwise to a suspension of 4.14 g of N-methoxy-N-methyl-2-chloro-5-[2-chloro-4-oxo-6-trifluoromethyl-3(4H)-pyrimidinyl]-4-fluorobenzamide in 25 ml of methanol and the reaction mixture is stirred for 10 minutes. The mixture is then treated with 30 ml of ethyl acetate as well as 50 ml of n-hexane, filtered and the filtrate is evaporated. The resulting colourless, viscous crude product crystallizes from diethyl ether/n-hexane. T...